Dataset: the Open Reaction Database (ORD), a public repository of structured organic reaction records. Task: describe an organic reaction: reactants, conditions, products, and yield The reactants are C(C1=CC=CC=C1)N1CC(CC1)=O (1-benzylpyrolidin-3-one), C[Mg]Cl (methyl magnesium chloride). Product: C(C1=CC=CC=C1)N1CC(CC1)(O)C (Benzyl-3-methyl-pyrrolidin-3-ol). As a reaction SMILES: [CH2:1]([N:8]1[CH2:12][CH2:11][C:10](=[O:13])[CH2:9]1)[C:2]1[CH:7]=[CH:6][CH:5]=[CH:4][CH:3]=1.[CH3:14][Mg]Cl>>[CH2:1]([N:8]1[CH2:12][CH2:11][C:10]([CH3:14])([OH:13])[CH2:9]1)[C:2]1[CH:3]=[CH:4][CH:5]=[CH:6][CH:7]=1. Procedure: Benzyl-3-methyl-pyrrolidin-3-ol was prepared as described in Tett Lett 1996, 37, 8, 1297, by addition of 1-benzylpyrolidin-3-one to methyl magnesium chloride. The reactants are C1(CCCC1)C(=O)C=1C=C(C=C(C1)OS(=O)(=O)C(F)(F)F)OS(=O)(=O)C(F)(F)F (Trifluoro-methanesulfonic acid 3-cyclopentanecarbonyl-5-trifluoromethanesulfonyloxy-phenyl ester), C([O-])([O-])=O.[Cs+].[Cs+] (cesium carbonate). Solvent: COCCOC (1,2-dimethoxyethane). Run at temperature 80 celsius, time 3 hour. Product: C1(CCCC1)C(=O)C=1C=C(C=C(C1)O)OS(=O)(=O)C(F)(F)F (Trifluoro-methanesulfonic acid 3-cyclopentanecarbonyl-5-hydroxy-phenyl ester). Yield: 27.8%. Reaction SMILES: [CH:1]1([C:6]([C:8]2[CH:9]=[C:10]([O:22]S(C(F)(F)F)(=O)=O)[CH:11]=[C:12]([O:14][S:15]([C:18]([F:21])([F:20])[F:19])(=[O:17])=[O:16])[CH:13]=2)=[O:7])[CH2:5][CH2:4][CH2:3][CH2:2]1.C(=O)([O-])[O-].[Cs+].[Cs+]>COCCOC>[CH:1]1([C:6]([C:8]2[CH:13]=[C:12]([O:14][S:15]([C:18]([F:21])([F:19])[F:20])(=[O:17])=[O:16])[CH:11]=[C:10]([OH:22])[CH:9]=2)=[O:7])[CH2:2][CH2:3][CH2:4][CH2:5]1 |f:1.2.3|. Procedure details: Trifluoro-methanesulfonic acid 3-cyclopentanecarbonyl-5-trifluoromethanesulfonyloxy-phenyl ester (1.5 g) was dissolved in 1,2-dimethoxyethane (30 mL), followed by addition of cesium carbonate (1.5 g). The resulting suspension was stirred at 80° C. for 3 h and then quenched with saturated solution of ammonium chloride. The solution was then extracted with diethyl ether and combined etherate extracts were washed with brine and dried over anhydrous sodium sulfate. The filtrate was concentrated unde...